From a dataset of the Open Reaction Database (ORD), a public repository of structured organic reaction records. describe an organic reaction: reactants, conditions, products, and yield Reactants: O=C([O-])[O-], COC(=O)c1ccc(CBr)cc1, CO, ClC(Cl)Cl, [K+], [K+], Nc1nc(Cl)c2[nH]cnc2n1, CN(C)C=O. The product is COC(=O)c1ccc(Cn2cnc3c(Cl)nc(N)nc32)cc1. As a reaction SMILES: [C:24](=[O:25])([O-:26])[O-:27].[CH3:12][O:13][C:14]([c:15]1[cH:16][cH:17][c:18]([CH2:21][Br:22])[cH:19][cH:20]1)=[O:23].[CH3:34][OH:35].[CH:30]([Cl:31])([Cl:32])[Cl:33].[K+:28].[K+:29].[NH2:1][c:2]1[n:3][c:4]([Cl:11])[c:5]2[nH:6][cH:7][n:8][c:9]2[n:10]1.[O:36]=[CH:37][N:38]([CH3:39])[CH3:40]>>[NH2:1][c:2]1[n:3][c:4]([Cl:11])[c:5]2[n:6][cH:7][n:8]([CH2:21][c:18]3[cH:17][cH:16][c:15]([C:14]([O:13][CH3:12])=[O:23])[cH:20][cH:19]3)[c:9]2[n:10]1. The reactants are ClC(Cl)=C(Cl)c1cc(Br)cc(CBr)c1, CCO, [N-]=[N+]=[N-], [Na+]. Product: [N-]=[N+]=NCc1cc(Br)cc(C(Cl)=C(Cl)Cl)c1. As a reaction SMILES: [Br:1][c:2]1[cH:3][c:4]([CH2:5][Br:6])[cH:7][c:8]([C:10](=[C:11]([Cl:12])[Cl:13])[Cl:14])[cH:9]1.[CH3:19][CH2:20][OH:21].[N-:16]=[N+:17]=[N-:18].[Na+:15]>>[Br:1][c:2]1[cH:3][c:4]([CH2:5][N:16]=[N+:17]=[N-:18])[cH:7][c:8]([C:10](=[C:11]([Cl:12])[Cl:13])[Cl:14])[cH:9]1. The reactants are Cl.NC=1C=C2C=CN(C2=CC1)C1=CC=C(C=C1)NC(=O)N(O)C1=CC(=C(C=C1)Cl)C(F)(F)F (1-[4-(5-aminoindol-1-yl)phenyl]-3-(4-chloro-3-(trifluoromethyl)phenyl)-3-hydroxyurea hydrochloride), CCCCC(=O)Cl (n-valeroyl chloride). Yields the product ClC1=C(C=C(C=C1)N(C(NC1=CC=C(C=C1)N1C=CC2=CC(=CC=C12)NC(CCCC)=O)=O)O)C(F)(F)F (N-(1-{4-[3-(4-Chloro-3-(trifluoromethyl)phenyl)-3-hydroxyureido]phenyl}-1H-indol-5-yl)pentanamide). Reaction SMILES: Cl.[NH2:2][C:3]1[CH:4]=[C:5]2[C:9](=[CH:10][CH:11]=1)[N:8]([C:12]1[CH:17]=[CH:16][C:15]([NH:18][C:19]([N:21]([C:23]3[CH:28]=[CH:27][C:26]([Cl:29])=[C:25]([C:30]([F:33])([F:32])[F:31])[CH:24]=3)[OH:22])=[O:20])=[CH:14][CH:13]=1)[CH:7]=[CH:6]2.[CH3:34][CH2:35][CH2:36][CH2:37][C:38](Cl)=[O:39]>>[Cl:29][C:26]1[CH:27]=[CH:28][C:23]([N:21]([OH:22])[C:19](=[O:20])[NH:18][C:15]2[CH:14]=[CH:13][C:12]([N:8]3[C:9]4[C:5](=[CH:4][C:3]([NH:2][C:38](=[O:39])[CH2:37][CH2:36][CH2:35][CH3:34])=[CH:11][CH:10]=4)[CH:6]=[CH:7]3)=[CH:17][CH:16]=2)=[CH:24][C:25]=1[C:30]([F:33])([F:32])[F:31] |f:0.1|. Procedure: The title compound can be synthesized from 1-[4-(5-aminoindol-1-yl)phenyl]-3-(4-chloro-3-(trifluoromethyl)phenyl)-3-hydroxyurea hydrochloride and n-valeroyl chloride by using the same techniques as in Example 41. Starting materials: OCC1NC2=CC=CC=C2C1 ((RS)-2-Hydroxymethylindoline), S(O)(O)(=O)=O (sulphuric acid). Run in O (water). Reaction conditions: temperature 160 celsius. Yields the product OS(=O)(=O)OCC1NC2=CC=CC=C2C1 ((RS)-2-Hydroxysulphonyloxymethylindoline). As a reaction SMILES: [OH:1][CH2:2][CH:3]1[CH2:11][C:10]2[C:5](=[CH:6][CH:7]=[CH:8][CH:9]=2)[NH:4]1.[S:12](=O)(=[O:15])([OH:14])[OH:13]>O>[OH:15][S:12]([O:1][CH2:2][CH:3]1[CH2:11][C:10]2[C:5](=[CH:6][CH:7]=[CH:8][CH:9]=2)[NH:4]1)(=[O:14])=[O:13]. Procedure: (RS)-2-Hydroxymethylindoline (29.8 g) is dissolved in a mixture of 34 N sulphuric acid (11.5 cc) and water (60 cc). The mixture is heated whilst distilling the water under reduced pressure (10 mm Hg), the heating bath being raised gradually to 160° C., which temperature is maintained for 2 hours. (RS)-2-Hydroxysulphonyloxymethylindoline (45.8 g) is thus obtained in the form of white crystals. Starting materials: N(=O)[O-].[Na+] (sodium nitrite), ClCC(OC1=C(C(=CC=C1)CS(=O)(=O)C1=CC=CC2=CC=CC=C12)N)CCl (2-(2-chloro-1-chloromethyl-ethoxy)-6-(naphthalene-1-sulfonylmethyl)-phenylamine), C([O-])(O)=O.[Na+] (sodium bicarbonate). Solvent: O (H2O), C1CCOC1 (THF), Cl (HCl). Run at temperature 3 celsius. Product: ClCC(OC=1C=CC=C2C(=NNC12)S(=O)(=O)C1=CC=CC2=CC=CC=C12)CCl (7-(2-Chloro-1-chloromethyl-ethoxy)-3-(naphthalene-1-sulfonyl)-1H-indazole), solid. Isolated yield 84.9%. RXN SMILES: [Cl:1][CH2:2][CH:3]([CH2:26][Cl:27])[O:4][C:5]1[CH:10]=[CH:9][CH:8]=[C:7]([CH2:11][S:12]([C:15]2[C:24]3[C:19](=[CH:20][CH:21]=[CH:22][CH:23]=3)[CH:18]=[CH:17][CH:16]=2)(=[O:14])=[O:13])[C:6]=1[NH2:25].[N:28]([O-])=O.[Na+].C(=O)(O)[O-].[Na+]>C1COCC1.Cl.O>[Cl:27][CH2:26][CH:3]([CH2:2][Cl:1])[O:4][C:5]1[CH:10]=[CH:9][CH:8]=[C:7]2[C:6]=1[NH:25][N:28]=[C:11]2[S:12]([C:15]1[C:24]2[C:19](=[CH:20][CH:21]=[CH:22][CH:23]=2)[CH:18]=[CH:17][CH:16]=1)(=[O:13])=[O:14] |f:1.2,3.4|. Procedure: A mixture of 2-(2-chloro-1-chloromethyl-ethoxy)-6-(naphthalene-1-sulfonylmethyl)-phenylamine (4) (2 g, 4.77 mmoles) in THF and 4M HCl (15 ml) was stirred, under nitrogen, at 3° C., treated dropwise with a solution of sodium nitrite (0.34 g, 5 mmoles) in H2O (2 ml). The reaction mixture was poured into a cold solution of saturated sodium bicarbonate and extracted with EtOAc. The extracts were combined, dried over Na2SO4 and concentrated under vacuum to afford the title compound as an off white so... The reactants are C([O-])([O-])=O.[K+].[K+] (potassium carbonate), CI (methyl iodide), C(C)(C)(C)OC(=O)N1C(CCC(C1)=O)C(=O)O (1-(tert-Butoxycarbonyl)-5-oxopiperidine-2-carboxylic acid), IC (iodomethane). Procedure details: 1-(tert-Butoxycarbonyl)-5-oxopiperidine-2-carboxylic acid (2.0 g, 8.22 mmol) was dissolved in DMF (20 mL) under nitrogen and potassium carbonate (1.7 g, 12.33 mmol) was added, followed by iodomethane (620 μL, 9.95 mmol). The reaction mixture was stirred at room temperature under nitrogen for 23 h. Additional methyl iodide (256 μL, 4.11 mmol) was added and the reaction mixture was stirred at room temperature for 24 h. The reaction mixture was diluted with ethyl acetate (100 mL) and washed with sa... Conditions: time 23 hour. Solvent: CN(C)C=O (DMF), C(C)(=O)OCC (ethyl acetate). Yields the product O=C1CCC(N(C1)C(=O)OC(C)(C)C)C(=O)OC (1-tert-Butyl 2-methyl 5-oxopiperidine-1,2-dicarboxylate). The yield is 114.4%. As a reaction SMILES: [C:1]([O:5][C:6]([N:8]1[CH2:13][C:12](=[O:14])[CH2:11][CH2:10][CH:9]1[C:15]([OH:17])=[O:16])=[O:7])([CH3:4])([CH3:3])[CH3:2].[C:18](=O)([O-])[O-].[K+].[K+].IC>CN(C=O)C.C(OCC)(=O)C>[O:14]=[C:12]1[CH2:13][N:8]([C:6]([O:5][C:1]([CH3:4])([CH3:2])[CH3:3])=[O:7])[CH:9]([C:15]([O:17][CH3:18])=[O:16])[CH2:10][CH2:11]1 |f:1.2.3|. Starting materials: CCOC(OCC)P(=O)(CCCNCc1cc(Cl)cc(Cl)c1)OCC, CCO, [Li+], [OH-], O, O. Product: CCOC(OCC)P(=O)(O)CCCNCc1cc(Cl)cc(Cl)c1. As a reaction SMILES: [CH2:4]([CH3:5])[O:6][P:7](=[O:8])([CH:9]([O:10][CH2:11][CH3:12])[O:13][CH2:14][CH3:15])[CH2:16][CH2:17][CH2:18][NH:19][CH2:20][c:21]1[cH:22][c:23]([Cl:28])[cH:24][c:25]([Cl:27])[cH:26]1.[CH3:30][CH2:31][OH:32].[Li+:3].[OH-:2].[OH2:1].[OH2:29]>>[O:6]=[P:7]([OH:8])([CH:9]([O:10][CH2:11][CH3:12])[O:13][CH2:14][CH3:15])[CH2:16][CH2:17][CH2:18][NH:19][CH2:20][c:21]1[cH:22][c:23]([Cl:28])[cH:24][c:25]([Cl:27])[cH:26]1. Starting materials: Cc1ccc(Br)nc1, CN(C)C=O, N#C[Cu]C#N, N. The product is Cc1ccc(C#N)nc1. Reaction SMILES: [Br:1][c:2]1[n:3][cH:4][c:5]([CH3:8])[cH:6][cH:7]1.[CH3:15][N:16]([CH3:17])[CH:18]=[O:19].[Cu:9]([C:10]#[N:11])[C:12]#[N:13].[NH3:14]>>[c:2]1([C:10]#[N:11])[n:3][cH:4][c:5]([CH3:8])[cH:6][cH:7]1. Starting materials: CC(=CC)CC (3-methyl-2-pentene), Rh, C(C)C(C(=O)[O-])CCCC (2-ethylhexanoate), [C]=O (carbon monoxide), [H][H] (hydrogen). Conditions: time 7 hour. The product is CC(=CC)CC (3-methyl-2-pentene), C7 aldehydes, CC(C=O)C(CC)C (2,3-dimethylpentanal). The yield is 81.3%. RXN SMILES: [CH3:1][C:2]([CH2:5][CH3:6])=[CH:3][CH3:4].[CH2:7]([CH:9]([CH2:13][CH2:14][CH2:15]C)[C:10]([O-:12])=O)C.[C]=O.[H][H]>>[CH3:1][C:2]([CH2:5][CH3:6])=[CH:3][CH3:4].[CH3:7][CH:9]([CH:13]([CH3:1])[CH2:14][CH3:15])[CH:10]=[O:12] |^3:16|. Procedure details: 400 g of 3-methyl-2-pentene as well as 40 mg Rh (in the form of 2-ethylhexanoate) were introduced into a high pressure vessel (volume 2.1 liters) and were reacted with an equimolar mixture of carbon monoxide and hydrogen at 90° C. and 260-270 bar. The reaction was completed in 7 hours, after which the pressure was relieved and the reactor allowed to cool. The composition of the crude reaction product was determined by a vacuum distillation and a gas chromatographic analysis. With a 99.9% 3-methy...